The task is: describe an organic reaction: reactants, conditions, products, and yield. This data is from the Open Reaction Database (ORD), a public repository of structured organic reaction records. The reactants are [F-].[Cs+] (Cesium fluoride), C(#N)C=1C=C(C=CC1F)OB(O)O ((3-cyano-4-fluorophenyl)boric acid), ClC=1C=C(C(=O)OC)C=CN1 (methyl 2-chloroisonicotinate). The reagents and catalysts are C=1C=CC(=CC1)[P](C=2C=CC=CC2)(C=3C=CC=CC3)[Pd]([P](C=4C=CC=CC4)(C=5C=CC=CC5)C=6C=CC=CC6)([P](C=7C=CC=CC7)(C=8C=CC=CC8)C=9C=CC=CC9)[P](C=1C=CC=CC1)(C=1C=CC=CC1)C=1C=CC=CC1 (tetrakis(triphenylphosphine)palladium). Solvent: COCCOC (1,2-dimethoxyethane). Product: C(#N)C=1C=C(C=CC1F)C=1C=C(C(=O)OC)C=CN1 (methyl 2-(3-cyano-4-fluorophenyl)isonicotinate). RXN SMILES: [F-].[Cs+].[C:3]([C:5]1[CH:6]=[C:7](OB(O)O)[CH:8]=[CH:9][C:10]=1[F:11])#[N:4].Cl[C:17]1[CH:18]=[C:19]([CH:24]=[CH:25][N:26]=1)[C:20]([O:22][CH3:23])=[O:21]>C1C=CC([P]([Pd]([P](C2C=CC=CC=2)(C2C=CC=CC=2)C2C=CC=CC=2)([P](C2C=CC=CC=2)(C2C=CC=CC=2)C2C=CC=CC=2)[P](C2C=CC=CC=2)(C2C=CC=CC=2)C2C=CC=CC=2)(C2C=CC=CC=2)C2C=CC=CC=2)=CC=1.COCCOC>[C:3]([C:5]1[CH:6]=[C:7]([C:17]2[CH:18]=[C:19]([CH:24]=[CH:25][N:26]=2)[C:20]([O:22][CH3:23])=[O:21])[CH:8]=[CH:9][C:10]=1[F:11])#[N:4] |f:0.1,^1:30,32,51,70|. Reported procedure: Cesium fluoride and tetrakis(triphenylphosphine)palladium were added to a 1,2-dimethoxyethane solution of (3-cyano-4-fluorophenyl)boric acid and methyl 2-chloroisonicotinate, and the mixture was heated under reflux in an argon atmosphere to obtain methyl 2-(3-cyano-4-fluorophenyl)isonicotinate. F: 257. Reported procedure: While stirring under nitrogen, at minus 30°, a solution of 23 g (0.1 mol) of 4-chloro-5-cyano-2-methoxybenzoic acid chloride in 70 ml of methylene chloride is added dropwise to a solution of 11.6 g (0.1 mol) of 2-diethylaminoethylamine in 100 ml of methylene chloride. The resulting white suspension is then stirred at room temperature for 15 hours, 105 ml (0.105 mol) of 1M sodium hydroxide solution are then added dropwise thereto and the whole is stirred until 2 distinct layers have formed and th... Reaction SMILES: [Cl:1][C:2]1[C:10]([C:11]#[N:12])=[CH:9][C:5]([C:6](Cl)=[O:7])=[C:4]([O:13][CH3:14])[CH:3]=1.[CH2:15]([N:17]([CH2:21][CH3:22])[CH2:18][CH2:19][NH2:20])[CH3:16].[OH-].[Na+]>C(Cl)Cl>[Cl:1][C:2]1[C:10]([C:11]#[N:12])=[CH:9][C:5]([C:6]([NH:20][CH2:19][CH2:18][N:17]([CH2:21][CH3:22])[CH2:15][CH3:16])=[O:7])=[C:4]([O:13][CH3:14])[CH:3]=1 |f:2.3|. The reactants are [OH-].[Na+] (sodium hydroxide), ClC1=CC(=C(C(=O)Cl)C=C1C#N)OC (4-chloro-5-cyano-2-methoxybenzoic acid chloride), C(C)N(CCN)CC (2-diethylaminoethylamine). Solvent: C(Cl)Cl (methylene chloride), C(Cl)Cl (methylene chloride). Product: ClC1=CC(=C(C(=O)NCCN(CC)CC)C=C1C#N)OC (4-chloro-5-cyano-N-(2-diethylaminoethyl)- 2-methoxybenzamide). Reactants: COC(=O)c1ccc2[nH]c(COc3ccc(Cl)cc3Cl)nc2c1, CCOC(C)=O, NN, O, O. Yields the product NNC(=O)c1ccc2[nH]c(COc3ccc(Cl)cc3Cl)nc2c1. RXN SMILES: [CH3:1][O:2][C:3](=[O:4])[c:5]1[cH:6][c:7]2[c:8]([nH:9][c:10]([CH2:12][O:13][c:14]3[c:15]([Cl:21])[cH:16][c:17]([Cl:20])[cH:18][cH:19]3)[n:11]2)[cH:22][cH:23]1.[CH3:28][CH2:29][O:30][C:31](=[O:32])[CH3:33].[NH2:25][NH2:26].[OH2:24].[OH2:27]>>[O:2]=[C:3]([c:5]1[cH:6][c:7]2[c:8]([nH:9][c:10]([CH2:12][O:13][c:14]3[c:15]([Cl:21])[cH:16][c:17]([Cl:20])[cH:18][cH:19]3)[n:11]2)[cH:22][cH:23]1)[NH:25][NH2:26]. Starting materials: COCc1cc(NS(C)(=O)=O)ccc1C=Cc1cc(Br)cc(C(C)(C)C)c1OC, O=C([O-])[O-], COc1ccc(B(O)O)c(OC)n1, CO, ClCCl, [Na+], [Na+], c1ccc(P(c2ccccc2)(c2ccccc2)[Pd](P(c2ccccc2)(c2ccccc2)c2ccccc2)(P(c2ccccc2)(c2ccccc2)c2ccccc2)P(c2ccccc2)(c2ccccc2)c2ccccc2)cc1. Yields the product COCc1cc(NS(C)(=O)=O)ccc1C=Cc1cc(-c2ccc(OC)nc2OC)cc(C(C)(C)C)c1OC. RXN SMILES: [Br:1][c:2]1[cH:3][c:4]([C:26]([CH3:27])([CH3:28])[CH3:29])[c:5]([O:24][CH3:25])[c:6]([CH:8]=[CH:9][c:10]2[c:11]([CH2:21][O:22][CH3:23])[cH:12][c:13]([NH:16][S:17](=[O:18])(=[O:19])[CH3:20])[cH:14][cH:15]2)[cH:7]1.[C:43](=[O:44])([O-:45])[O-:46].[CH3:30][O:31][c:32]1[n:33][c:34]([O:41][CH3:42])[cH:35][cH:36][c:37]1[B:38]([OH:39])[OH:40].[CH3:49][OH:50].[Cl:51][CH2:52][Cl:53].[Na+:47].[Na+:48].[cH:54]1[cH:55][cH:56][c:57]([P:58]([Pd:59]([P:60]([c:61]2[cH:62][cH:63][cH:64][cH:65][cH:66]2)([c:67]2[cH:68][cH:69][cH:70][cH:71][cH:72]2)[c:73]2[cH:74][cH:75][cH:76][cH:77][cH:78]2)([P:79]([c:80]2[cH:81][cH:82][cH:83][cH:84][cH:85]2)([c:86]2[cH:87][cH:88][cH:89][cH:90][cH:91]2)[c:92]2[cH:93][cH:94][cH:95][cH:96][cH:97]2)[P:98]([c:99]2[cH:100][cH:101][cH:102][cH:103][cH:104]2)([c:105]2[cH:106][cH:107][cH:108][cH:109][cH:110]2)[c:111]2[cH:112][cH:113][cH:114][cH:115][cH:116]2)([c:117]2[cH:118][cH:119][cH:120][cH:121][cH:122]2)[c:123]2[cH:124][cH:125][cH:126][cH:127][cH:128]2)[cH:129][cH:130]1>>[c:2]1(-[c:37]2[c:32]([O:31][CH3:30])[n:33][c:34]([O:41][CH3:42])[cH:35][cH:36]2)[cH:3][c:4]([C:26]([CH3:27])([CH3:28])[CH3:29])[c:5]([O:24][CH3:25])[c:6]([CH:8]=[CH:9][c:10]2[c:11]([CH2:21][O:22][CH3:23])[cH:12][c:13]([NH:16][S:17](=[O:18])(=[O:19])[CH3:20])[cH:14][cH:15]2)[cH:7]1. Starting materials: S(=O)(=O)([O-])[O-].[Ca+2] (calcium sulfate), NC[C@H](CC1=CC=CC=C1)N ((S)-1,2-diamino-3-phenylpropane), CC(=O)C (acetone), C1(=CC=C(C=C1)S(=O)(=O)O)C (p-toluenesulfonic acid), [BH4-].[Na+] (NaBH4). Solvent: CO (methanol), C1=CC=CC=C1 (benzene). Reaction conditions: temperature -10 celsius. The product is C(C)(C)NC[C@H](CC1=CC=CC=C1)NC(C)C ((S)-1,2-Bis(N-Isopropylamino)-3-Phenylpropane). RXN SMILES: [NH2:1][CH2:2][C@@H:3]([NH2:11])[CH2:4][C:5]1[CH:10]=[CH:9][CH:8]=[CH:7][CH:6]=1.[CH3:12][C:13]([CH3:15])=O.[C:16]1(C)[CH:21]=CC(S(O)(=O)=O)=C[CH:17]=1.S([O-])([O-])(=O)=O.[Ca+2].[BH4-].[Na+]>C1C=CC=CC=1.CO>[CH:13]([NH:1][CH2:2][C@@H:3]([NH:11][CH:16]([CH3:21])[CH3:17])[CH2:4][C:5]1[CH:6]=[CH:7][CH:8]=[CH:9][CH:10]=1)([CH3:15])[CH3:12] |f:3.4,5.6|. Procedure details: 21.2 mmoles (3.18 grams) of (S)-1,2-diamino-3-phenylpropane were dissolved in 12 ml of benzene, treated with 42.4 mmoles (3.11 ml) of acetone and a spatula tip of p-toluenesulfonic acid. The mixture was heated for 12 hours under reflux in a Soxhlet apparatus which is filled with calcined calcium sulfate as drying agent. After drawing off the solvent in a vacuum there was obtained a light yellowish oil. It was dissolved in 50 ml of methanol, cooled in an ice-salt bath to -10° C. and treated with ... Starting materials: CO, CCOC(=O)CC(Cc1ccc(-c2cccc(Cl)c2)cc1)NC(=O)C(=O)OCC, NN. Product: CCOC(=O)CC(Cc1ccc(-c2cccc(Cl)c2)cc1)NC(=O)C(=O)NN. RXN SMILES: [CH3:32][OH:33].[Cl:1][c:2]1[cH:3][c:4](-[c:8]2[cH:9][cH:10][c:11]([CH2:14][CH:15]([CH2:16][C:17](=[O:18])[O:19][CH2:20][CH3:21])[NH:22][C:23]([C:24](=[O:25])[O:26][CH2:27][CH3:28])=[O:29])[cH:12][cH:13]2)[cH:5][cH:6][cH:7]1.[NH2:30][NH2:31]>>[Cl:1][c:2]1[cH:3][c:4](-[c:8]2[cH:9][cH:10][c:11]([CH2:14][CH:15]([CH2:16][C:17](=[O:18])[O:19][CH2:20][CH3:21])[NH:22][C:23]([C:24](=[O:25])[NH:30][NH2:31])=[O:29])[cH:12][cH:13]2)[cH:5][cH:6][cH:7]1. Starting materials: O=C(OCC)C1=CC=2C=CC=CC2N1. The reagents and catalysts are O1BOC(C)(C)C1(C)C, N=1C=CC(=CC1C=2N=CC=C(C2)C(C)(C)C)C(C)(C)C, C[OH2+].C[OH2+].C1CC=CCCC=C1.C1CC=CCCC=C1.[Ir].[Ir]. Solvent: CCCCCC. Run at temperature 60 celsius, time 1 hour. Yields the product O=C(OCC)C1=CC=2C=CC=C(B3OC(C)(C)C(O3)(C)C)C2N1. The yield is 87.0%. Reactants: CN, COC(=O)c1cc(Cl)cc(Cl)c1. The product is CNC(=O)c1cc(Cl)cc(Cl)c1. Reaction SMILES: [CH3:13][NH2:14].[Cl:1][c:2]1[cH:3][c:4]([C:5](=[O:6])[O:7][CH3:8])[cH:9][c:10]([Cl:12])[cH:11]1>>[Cl:1][c:2]1[cH:3][c:4]([C:5](=[O:6])[NH:14][CH3:13])[cH:9][c:10]([Cl:12])[cH:11]1. Reactants: BrBr (bromine), COC1=CC(=C(C=C1)CCO)[N+](=O)[O-] (2-(4-methoxy-2-nitrophenyl)ethanol), N1=CC=CC=C1 (pyridine), C1(=CC=CC=C1)P(C1=CC=CC=C1)C1=CC=CC=C1 (triphenylphosphine). The solvent is C(Cl)Cl (DCM), C(Cl)Cl (DCM), C(Cl)Cl (DCM). Reaction conditions: temperature 2.5 celsius, time 15 minute. The product is BrCCC1=C(C=C(C=C1)OC)[N+](=O)[O-] (1-(2-Bromoethyl)-4-methoxy-2-nitrobenzene). The yield is 80.7%. Reaction SMILES: C1(P(C2C=CC=CC=2)C2C=CC=CC=2)C=CC=CC=1.[Br:20]Br.[CH3:22][O:23][C:24]1[CH:29]=[CH:28][C:27]([CH2:30][CH2:31]O)=[C:26]([N+:33]([O-:35])=[O:34])[CH:25]=1.N1C=CC=CC=1>C(Cl)Cl>[Br:20][CH2:31][CH2:30][C:27]1[CH:28]=[CH:29][C:24]([O:23][CH3:22])=[CH:25][C:26]=1[N+:33]([O-:35])=[O:34]. Reported procedure: A suspension of triphenylphosphine (26 g, 1 mol) in DCM (100 mL) under nitrogen atmosphere at 25-26° C. is cooled down to 0-5° C. A solution of bromine (15.9 g, 0.1 mol) in DCM (150 mL) is added over 30 min at the same temperature. The reaction mixture is stirred for 15 min at 0-5° C. A solution of 2-(4-methoxy-2-nitrophenyl)ethanol (14 g, 0.07 mol) and pyridine (7.8 g, 0.1 mol) in DCM (100 mL) is added to the above reaction mixture over 30 min at 0-5° C. The resulting reaction mixture is warmed...